This data is from the Open Reaction Database (ORD), a public repository of structured organic reaction records. The task is: describe an organic reaction: reactants, conditions, products, and yield Reactants: BrC=1C=C2C(=NNC(C2=CC1)=O)Cl (6-bromo-4-chloro-2H-phthalazin-1-one), O1CCN(CC1)C1=C(CN)C=CC=C1 ((2-morpholino)benzylamine), C=1C=CC(=CC1)P(C=2C=CC=CC2)C3=CC=C4C=CC=CC4=C3C5=C6C=CC=CC6=CC=C5P(C=7C=CC=CC7)C=8C=CC=CC8 (rac-BINAP), CC(C)(C)[O-].[Na+] (NaOtBu). Reagents/catalysts: C=1C=CC(=CC1)/C=C/C(=O)/C=C/C2=CC=CC=C2.C=1C=CC(=CC1)/C=C/C(=O)/C=C/C2=CC=CC=C2.C=1C=CC(=CC1)/C=C/C(=O)/C=C/C2=CC=CC=C2.[Pd].[Pd] (Pd2(dba)3). Run in CCOC(=O)C (EtOAc), CC(=O)N(C)C (DMA). Product: Hexanes EtOAc, ClC1=NNC(C2C=CC(=CC12)NCC1=C(C=CC=C1)N1CCOCC1)=O (4-chloro-6-(2-morpholin-4-yl-benzylamino)-4a,8a-dihydro-2H-phthalazin-1-one). The yield is 10.2%. As a reaction SMILES: Br[C:2]1[CH:3]=[C:4]2[C:9](=[CH:10][CH:11]=1)[C:8](=[O:12])[NH:7][N:6]=[C:5]2[Cl:13].[O:14]1[CH2:19][CH2:18][N:17]([C:20]2[CH:27]=[CH:26][CH:25]=[CH:24][C:21]=2[CH2:22][NH2:23])[CH2:16][CH2:15]1.C1C=CC(P(C2C(C3C(P(C4C=CC=CC=4)C4C=CC=CC=4)=CC=C4C=3C=CC=C4)=C3C(C=CC=C3)=CC=2)C2C=CC=CC=2)=CC=1.CC([O-])(C)C.[Na+]>CC(N(C)C)=O.CCOC(C)=O.C1C=CC(/C=C/C(/C=C/C2C=CC=CC=2)=O)=CC=1.C1C=CC(/C=C/C(/C=C/C2C=CC=CC=2)=O)=CC=1.C1C=CC(/C=C/C(/C=C/C2C=CC=CC=2)=O)=CC=1.[Pd].[Pd]>[Cl:13][C:5]1[CH:4]2[CH:9]([CH:10]=[CH:11][C:2]([NH:23][CH2:22][C:21]3[CH:24]=[CH:25][CH:26]=[CH:27][C:20]=3[N:17]3[CH2:18][CH2:19][O:14][CH2:15][CH2:16]3)=[CH:3]2)[C:8](=[O:12])[NH:7][N:6]=1 |f:3.4,7.8.9.10.11|. Procedure: A mixture 6-bromo-4-chloro-2H-phthalazin-1-one (1.227 g, 4.728 mmol), (2-morpholino)benzylamine (1.00 g, 5.201 mmol), Pd2(dba)3 (450 mg, 0.491 mmol), rac-BINAP (883 mg, 1.418 mmol) and NaOtBu (1.17 g, 12.175 mmol) in DMA (20 mL) was heated at 80° C. for 1.5 h. The mixture was allowed to cool, diluted with EtOAc and washed with water. The organic layer was washed with sat.aq. NaHCO3, brine and dried (Na2SO4). Chromatography (Hexanes/EtOAc) afforded 4-chloro-6-(2-morpholin-4-yl-benzylamino)-4a,8a-... Yield: 137.8%. Reaction SMILES: [CH3:1][C:2]1[CH:7]=[CH:6][C:5]([O:8][C:9]2[N:14]=[CH:13][C:12]([NH:15][C:16](=[O:20])[C@@H:17]([CH3:19])[NH2:18])=[CH:11][CH:10]=2)=[CH:4][C:3]=1[O:21][CH3:22].Cl[C:24](Cl)([O:26]C(=O)OC(Cl)(Cl)Cl)Cl>ClCCl>[CH3:19][C@H:17]1[NH:18][C:24](=[O:26])[N:15]([C:12]2[CH:13]=[N:14][C:9]([O:8][C:5]3[CH:6]=[CH:7][C:2]([CH3:1])=[C:3]([O:21][CH3:22])[CH:4]=3)=[CH:10][CH:11]=2)[C:16]1=[O:20]. Reaction conditions: temperature 0 celsius, time 30 minute. Starting materials: ClC(Cl)(OC(OC(Cl)(Cl)Cl)=O)Cl (triphosgene), CC1=C(C=C(C=C1)OC1=CC=C(C=N1)NC([C@H](N)C)=O)OC (N1-(6-{[4-methyl-3-(methyloxy)phenyl]oxy}-3-pyridinyl)-D-alaninamide), CC1=C(C=C(C=C1)OC1=CC=C(C=N1)NC([C@H](N)C)=O)OC (N1-(6-{[4-methyl-3-(methyloxy)phenyl]oxy}-3-pyridinyl)-D-alaninamide), TEA. Procedure details: To a solution of N1-(6-{[4-methyl-3-(methyloxy)phenyl]oxy}-3-pyridinyl)-D-alaninamide (Intermediate 52, 255 mg) in dry dichloromethane (15 mL), TEA (0.590 mL, 4.23 mmol) was added and the reaction mixture was cooled to 0° C. A solution of triphosgene (113 mg, 0.381 mmol) in dry dichloromethane (DCM) (5 mL) was slowly added and the reaction mixture was stirred for 30 minutes at the same temperature. The reaction was quenched with water (10 mL) and extracted with dichloromethane (20 mL). The organ... Run in ClCCl (dichloromethane), ClCCl (dichloromethane). Yields the product C[C@@H]1C(N(C(N1)=O)C=1C=NC(=CC1)OC1=CC(=C(C=C1)C)OC)=O ((5R)-5-methyl-3-(6-{[4-methyl-3-(methyloxy)phenyl]oxy}-3-pyridinyl)-2,4-imidazolidinedione). As a reaction SMILES: [Cl:1][CH2:2][CH2:3][N:4]([CH2:24][CH2:25][Cl:26])[C:5]1[CH:14]=[CH:13][C:8]([C:9]([O:11]C)=[O:10])=[CH:7][C:6]=1[O:15][CH2:16][CH2:17][CH2:18][CH2:19][CH2:20][CH2:21][CH2:22][CH3:23]>Cl>[Cl:1][CH2:2][CH2:3][N:4]([CH2:24][CH2:25][Cl:26])[C:5]1[CH:14]=[CH:13][C:8]([C:9]([OH:11])=[O:10])=[CH:7][C:6]=1[O:15][CH2:16][CH2:17][CH2:18][CH2:19][CH2:20][CH2:21][CH2:22][CH3:23]. Product: ClCCN(C1=C(C=C(C(=O)O)C=C1)OCCCCCCCC)CCCl (4-bis(2'-chloroethyl)amino-3-octoxybenzoic acid). Procedure details: A suspension of methyl 4-bis(2'-chloroethyl)amino-3-octoxybenzoate (1.8 g, 4.5 mmol) in concentrated HCl (37% w/w in H2O, 50 mL) was heated to refluxing under N2 for 0.5 hour. The reaction mixture was treated with ice/H2O (100 mL), extracted with chloroform (3×50 mL). The organic extract was concentrated to give a brown oil. Flash chromatographic purification (silica gel, 2% methanol in chloroform) gave the product 4-bis(2'-chloroethyl)amino-3-octoxybenzoic acid as an off-white solid (1.58 g, 88... Run in Cl (HCl). The yield is 89.9%. Reactants: ClCCN(C1=C(C=C(C(=O)OC)C=C1)OCCCCCCCC)CCCl (methyl 4-bis(2'-chloroethyl)amino-3-octoxybenzoate), ice H2O.